From a dataset of the Open Reaction Database (ORD), a public repository of structured organic reaction records. describe an organic reaction: reactants, conditions, products, and yield The reactants are C([O-])([O-])=O.[K+].[K+] (potassium carbonate), S(=O)(=O)(C1=CC=C(C)C=C1)Cl (tosyl chloride), CO[C@@H]1[C@H](O[C@H]([C@@H]([C@H]1O)O)N2C3=C(C=CC=C3Cl)C4=C2C5=C(C=6C=CC=C(C6N5)Cl)C7=C4C(=O)NC7=O)CO (rebeccamycin). Run in O1CCCC1 (tetrahydrofuran). Product: ClC1=CC=CC2=C1NC1=C2C2=C(C=3C4=CC=CC(=C4N(C13)[C@H]1[C@H](OS(=O)(=O)C3=CC=C(C)C=C3)[C@@H](O)[C@H](OC)[C@H](O1)CO)Cl)C(NC2=O)=O (1,11-Dichloro-12-[4—O-methyl-2—O-tosyl-β-D-glucopyranosyl]-6,7,12,13-tetrahydro-(5H)-indolo[2,3-a]pyrrolo[3,4-c]carbazole-5,7-dione). RXN SMILES: C(=O)([O-])[O-].[K+].[K+].[S:7](Cl)([C:10]1[CH:16]=[CH:15][C:13]([CH3:14])=[CH:12][CH:11]=1)(=[O:9])=[O:8].[CH3:18][O:19][C@H:20]1[C@H:25]([OH:26])[C@@H:24]([OH:27])[C@H:23]([N:28]2[C:37]3[C:38]4[NH:46][C:45]5[C:44]([Cl:47])=[CH:43][CH:42]=[CH:41][C:40]=5[C:39]=4[C:48]4[C:53](=[O:54])[NH:52][C:50](=[O:51])[C:49]=4[C:36]=3[C:30]3[CH:31]=[CH:32][CH:33]=[C:34]([Cl:35])[C:29]2=3)[O:22][C@@H:21]1[CH2:55][OH:56]>O1CCCC1>[Cl:47][C:44]1[C:45]2[NH:46][C:38]3[C:37]4[N:28]([C@@H:23]5[O:22][C@H:21]([CH2:55][OH:56])[C@@H:20]([O:19][CH3:18])[C@H:25]([OH:26])[C@H:24]5[O:27][S:7]([C:10]5[CH:16]=[CH:15][C:13]([CH3:14])=[CH:12][CH:11]=5)(=[O:9])=[O:8])[C:29]5[C:30](=[CH:31][CH:32]=[CH:33][C:34]=5[Cl:35])[C:36]=4[C:49]4[C:50](=[O:51])[NH:52][C:53](=[O:54])[C:48]=4[C:39]=3[C:40]=2[CH:41]=[CH:42][CH:43]=1 |f:0.1.2|. Reported procedure: 1 equivalent of potassium carbonate and 1 equivalent of tosyl chloride are added to a solution of 1.7 mmol of rebeccamycin in 200 ml of tetrahydrofuran. After 48 hours' reflux and concentration under reduced pressure, chromatography of the residue over silica gel (cyclohexane/ethyl acetate 70/30) enables the expected product to be isolated. The reactants are [OH-].[K+] (KOH), solution, FC1=C(C#N)C=CC(=C1)C (2-fluoro-4-methylbenzonitrile), C(C)OCCOCCO (2-(2-ethoxyethoxy) ethanol). The product is FC1=C(C(=O)O)C=CC(=C1)C (2-fluoro-4-methylbenzoic acid). Isolated yield 19.0%. As a reaction SMILES: [F:1][C:2]1[CH:9]=[C:8]([CH3:10])[CH:7]=[CH:6]C=1C#N.[OH-:11].[K+].C(OCCO[CH2:19][CH2:20][OH:21])C>>[F:1][C:2]1[CH:9]=[C:8]([CH3:10])[CH:7]=[CH:6][C:19]=1[C:20]([OH:21])=[O:11] |f:1.2|. Reported procedure: Compound of Step 1 (14 g, 105 mmol, 1 eq) was dissolved in 2-(2-ethoxyethoxy) ethanol (105 mL) and KOH (105 ml of a 8 M solution, 840 mmol, 8 eq) was added, the mixture was refluxed under nitrogen for 3 hours. The mixture was cooled and the pH set to 3. The product was extracted with EtOAc and the organic layer was washed 3 times with water and dried with sodium sulfate. The crude mixture was purified on silica using a 0-3% acetic acid/toluene gradient. 3.1 g of the desired compound (19%) was ob... Starting materials: CC(c1ccccc1)N1CC2CC(C)(C)C1C(=O)O2, CO, [H][H]. The product is CC1(C)CC2CNC1C(=O)O2. As a reaction SMILES: [CH3:1][C:2]1([CH3:19])[CH2:3][CH:4]2[O:5][C:6](=[O:18])[CH:7]1[N:8]([CH:10]([c:11]1[cH:12][cH:13][cH:14][cH:15][cH:16]1)[CH3:17])[CH2:9]2.[CH3:22][OH:23].[H:20][H:21]>>[CH3:1][C:2]1([CH3:19])[CH2:3][CH:4]2[O:5][C:6](=[O:18])[CH:7]1[NH:8][CH2:9]2. Starting materials: Cc1[nH]c(-c2cccc(C(F)(F)F)c2)nc1CO, ClC(Cl)Cl. Yields the product Cc1[nH]c(-c2cccc(C(F)(F)F)c2)nc1C=O. Reaction SMILES: [CH3:1][c:2]1[c:3]([CH2:17][OH:18])[n:4][c:5](-[c:7]2[cH:8][c:9]([C:13]([F:14])([F:15])[F:16])[cH:10][cH:11][cH:12]2)[nH:6]1.[CH:19]([Cl:20])([Cl:21])[Cl:22]>>[CH3:1][c:2]1[c:3]([CH:17]=[O:18])[n:4][c:5](-[c:7]2[cH:8][c:9]([C:13]([F:14])([F:15])[F:16])[cH:10][cH:11][cH:12]2)[nH:6]1. The reactants are O=C([O-])C(=O)[O-], CCO, N#Cc1ccc(C(F)(F)F)cc1OC(CCN=[N+]=[N-])c1ccccc1, C1CCOC1, O, O=C(O)C(=O)O, c1ccc(P(c2ccccc2)c2ccccc2)cc1. Product: O=C(O)C(=O)O, N#Cc1ccc(C(F)(F)F)cc1OC(CCN)c1ccccc1. Reaction SMILES: [C:45]([C:46](=[O:47])[O-:48])(=[O:49])[O-:50].[CH3:62][CH2:63][OH:64].[N:1](=[N+:2]=[N-:3])[CH2:4][CH2:5][CH:6]([c:7]1[cH:8][cH:9][cH:10][cH:11][cH:12]1)[O:13][c:14]1[c:15]([C:16]#[N:17])[cH:18][cH:19][c:20]([C:22]([F:23])([F:24])[F:25])[cH:21]1.[O:57]1[CH2:58][CH2:59][CH2:60][CH2:61]1.[OH2:65].[OH:51][C:52]([C:53](=[O:54])[OH:55])=[O:56].[c:26]1([P:27]([c:28]2[cH:29][cH:30][cH:31][cH:32][cH:33]2)[c:34]2[cH:35][cH:36][cH:37][cH:38][cH:39]2)[cH:40][cH:41][cH:42][cH:43][cH:44]1>>[C:45]([C:46](=[O:47])[OH:48])(=[O:49])[OH:50].[NH2:1][CH2:4][CH2:5][CH:6]([c:7]1[cH:8][cH:9][cH:10][cH:11][cH:12]1)[O:13][c:14]1[c:15]([C:16]#[N:17])[cH:18][cH:19][c:20]([C:22]([F:23])([F:24])[F:25])[cH:21]1. Starting materials: N1(N=CC=C1)CC1=C(N=C2N1CCOC1=C2C=C(C=C1)Br)C(=O)N (3((1H-pyrazol-1-yl)methyl)-10-bromo-5,6-dihydrobenzo[f]imidazo[1,2-d][1,4]oxazepine-2-carboxamide), CC(C)(C#C)O (2-methylbut-3-yn-2-ol), BrC=1C=CC2=C(C=3N(CCO2)C(=C(N3)C(=O)N)CN3C(=NC=C3)C)C1 (10-bromo-3-((2-methyl-1H-imidazol-1-yl)methyl)-5,6-dihydrobenzo[f]imidazo[1,2-d][1,4]oxazepine-2-carboxamide), N1N=CC=C1 (pyrazole). Product: N1(N=CC=C1)CC1=C(N=C2N1CCOC1=C2C=C(C=C1)C#CC(C)(C)O)C(=O)N (3-((1H-pyrazol-1-yl)methyl)-10-(3-hydroxy-3-methylbut-1-yn-1-yl)-5,6-dihydrobenzo[f]imidazo[1,2-d][1,4]oxazepine-2-carboxamide). The yield is 14.0%. As a reaction SMILES: [N:1]1([CH2:6][C:7]2[N:11]3[CH2:12][CH2:13][O:14][C:15]4[CH:20]=[CH:19][C:18](Br)=[CH:17][C:16]=4[C:10]3=[N:9][C:8]=2[C:22]([NH2:24])=[O:23])[CH:5]=[CH:4][CH:3]=[N:2]1.BrC1C=CC2OCCN3C(CN4C=CN=C4C)=C(C(N)=O)N=C3C=2C=1.N1C=CC=N1.[CH3:55][C:56]([OH:60])([C:58]#[CH:59])[CH3:57]>>[N:1]1([CH2:6][C:7]2[N:11]3[CH2:12][CH2:13][O:14][C:15]4[CH:20]=[CH:19][C:18]([C:59]#[C:58][C:56]([OH:60])([CH3:57])[CH3:55])=[CH:17][C:16]=4[C:10]3=[N:9][C:8]=2[C:22]([NH2:24])=[O:23])[CH:5]=[CH:4][CH:3]=[N:2]1. Procedure: Similar to as described in General Procedure G, 3((1H-pyrazol-1-yl)methyl)-10-bromo-5,6-dihydrobenzo[f]imidazo[1,2-d][1,4]oxazepine-2-carboxamide (prepared similarly as described in the synthesis of 10-bromo-3-((2-methyl-1H-imidazol-1-yl)methyl)-5,6-dihydrobenzo[f]imidazo[1,2-d][1,4]oxazepine-2-carboxamide replacing 2-methylimidazole with pyrazole) was reacted with 2-methylbut-3-yn-2-ol to give the titled compound as a colorless solid (14 mg, 14%). Starting materials: C#CCO, C1CCOC1, [Cu]I, Cn1cc(C(=O)NOCCO)c(Nc2ccc(I)cc2F)cc1=O. Yields the product Cn1cc(C(=O)NOCCO)c(Nc2ccc(C#CCO)cc2F)cc1=O. RXN SMILES: [CH2:25]([C:26]#[CH:27])[OH:28].[CH2:31]1[O:32][CH2:33][CH2:34][CH2:35]1.[Cu:29][I:30].[F:1][c:2]1[c:3]([NH:4][c:5]2[c:6]([C:13](=[O:14])[NH:15][O:16][CH2:17][CH2:18][OH:19])[cH:7][n:8]([CH3:12])[c:9](=[O:11])[cH:10]2)[cH:20][cH:21][c:22]([I:24])[cH:23]1>>[F:1][c:2]1[c:3]([NH:4][c:5]2[c:6]([C:13](=[O:14])[NH:15][O:16][CH2:17][CH2:18][OH:19])[cH:7][n:8]([CH3:12])[c:9](=[O:11])[cH:10]2)[cH:20][cH:21][c:22]([C:27]#[C:26][CH2:25][OH:28])[cH:23]1.